describe an organic reaction: reactants, conditions, products, and yield From a dataset of the Open Reaction Database (ORD), a public repository of structured organic reaction records. Reactants: [BH4-], ClCCl, CO, CCOC(C)=O, COc1ccc2nccc(C3CN(CCCN)C(=O)O3)c2c1, [Na+], O=Cc1ccc2nsnc2c1. The product is COc1ccc2nccc(C3CN(CCCNCc4ccc5nsnc5c4)C(=O)O3)c2c1. RXN SMILES: [BH4-:36].[CH2:44]([Cl:45])[Cl:46].[CH3:34][OH:35].[CH3:38][CH2:39][O:40][C:41](=[O:42])[CH3:43].[NH2:1][CH2:2][CH2:3][CH2:4][N:5]1[C:6](=[O:22])[O:7][CH:8]([c:10]2[cH:11][cH:12][n:13][c:14]3[cH:15][cH:16][c:17]([O:20][CH3:21])[cH:18][c:19]23)[CH2:9]1.[Na+:37].[n:23]1[c:24]2[c:25]([n:26][s:27]1)[cH:28][c:29]([CH:32]=[O:33])[cH:30][cH:31]2>>[NH:1]([CH2:2][CH2:3][CH2:4][N:5]1[C:6](=[O:22])[O:7][CH:8]([c:10]2[cH:11][cH:12][n:13][c:14]3[cH:15][cH:16][c:17]([O:20][CH3:21])[cH:18][c:19]23)[CH2:9]1)[CH2:32][c:29]1[cH:28][c:25]2[c:24]([n:23][s:27][n:26]2)[cH:31][cH:30]1. Starting materials: C=CCOP(=O)(OCC=C)OCc1ccc(C)cc1C(=O)OCc1ccc(OC)cc1, O=C(O)C(F)(F)F. Yields the product C=CCOP(=O)(OCC=C)OCc1ccc(C)cc1C(=O)O. RXN SMILES: [CH2:1]([CH:2]=[CH2:3])[O:4][P:5](=[O:6])([O:7][CH2:8][CH:9]=[CH2:10])[O:11][CH2:12][c:13]1[c:14]([C:15](=[O:16])[O:17][CH2:18][c:19]2[cH:20][cH:21][c:22]([O:23][CH3:24])[cH:25][cH:26]2)[cH:27][c:28]([CH3:31])[cH:29][cH:30]1.[OH:32][C:33]([C:34]([F:35])([F:36])[F:37])=[O:38]>>[CH2:1]([CH:2]=[CH2:3])[O:4][P:5](=[O:6])([O:7][CH2:8][CH:9]=[CH2:10])[O:11][CH2:12][c:13]1[c:14]([C:15](=[O:16])[OH:17])[cH:27][c:28]([CH3:31])[cH:29][cH:30]1. Starting materials: C=CC(=O)OC, ClCCl, ON=C(Cl)c1cccc(C(F)(F)F)c1. Product: COC(=O)C1CC(c2cccc(C(F)(F)F)c2)=NO1. RXN SMILES: [C:15]([CH:16]=[CH2:17])(=[O:18])[O:19][CH3:20].[CH2:21]([Cl:22])[Cl:23].[OH:1][N:2]=[C:3]([c:4]1[cH:5][c:6]([C:10]([F:11])([F:12])[F:13])[cH:7][cH:8][cH:9]1)[Cl:14]>>[O:1]1[N:2]=[C:3]([c:4]2[cH:5][c:6]([C:10]([F:11])([F:12])[F:13])[cH:7][cH:8][cH:9]2)[CH2:17][CH:16]1[C:15](=[O:18])[O:19][CH3:20]. Reactants: [OH-].C(CCC)[N+](CCCC)(CCCC)CCCC (tetra-n-butyl-ammonium hydroxide), FC1=CC=C(C=C1)NC(C1=CN=C(C=C1)Cl)=O (N-(4-fluoro-phenyl)-6-chloro-nicotinamide), Br.BrCC1=NC=CC=C1 (2-bromomethyl-pyridine hydrobromide), [OH-].[Na+] (sodium hydroxide). Solvent: C1(=CC=CC=C1)C (toluene). Run at time 8 hour. The product is C(C1=CN=CC=C1)(=O)N (nicotinamide). Isolated yield 269.2%. RXN SMILES: FC1C=CC([NH:8][C:9](=[O:17])[C:10]2[CH:15]=[CH:14][C:13](Cl)=[N:12][CH:11]=2)=CC=1.Br.BrCC1C=CC=CN=1.[OH-].[Na+].[OH-].C([N+](CCCC)(CCCC)CCCC)CCC>C1(C)C=CC=CC=1>[C:9]([NH2:8])(=[O:17])[C:10]1[CH:15]=[CH:14][CH:13]=[N:12][CH:11]=1 |f:1.2,3.4,5.6|. Procedure details: In a round bottom flask, N-(4-fluoro-phenyl)-6-chloro-nicotinamide (0.905 g, 3.62 mmol) and 2-bromomethyl-pyridine hydrobromide (0.915 g, 3.62 mmol) was suspended in toluene (5 ml). 50% aqueous sodium hydroxide (2.0 mL) was added to the reaction mixture, followed by tetra-n-butyl-ammonium hydroxide (100 ul). The biphasic reaction mixture was vigorously stirred overnight, and the aqueous layer removed by pipette. The organic layer was diluted with ethyl acetate (20 mL) and washed with water, satu... Reactants: C(C)(=O)OC=1C(=C(C2=C(CC(O2)CBr)C1C)C)C (5-acetoxy-2-bromomethyl-4,6,7-trimethyl-2,3-dihydrobenzofuran), [H-].[Na+] (sodium hydride), C1(=CC=CC=C1)S (thiophenol). The solvent is O (water), CN(C=O)C (dimethylformamide), CN(C=O)C (dimethylformamide). Run at time 20 minute. The product is C(C)(=O)OC=1C(=C(C2=C(CC(O2)CSC2=CC=CC=C2)C1C)C)C (5-acetoxy-4,6,7-trimethyl-2-phenylthiomethyl-2,3-dihydrobenzofuran). Isolated yield 92.2%. As a reaction SMILES: [C:1]1([SH:7])[CH:6]=[CH:5][CH:4]=[CH:3][CH:2]=1.[H-].[Na+].[C:10]([O:13][C:14]1[C:15]([CH3:27])=[C:16]([CH3:26])[C:17]2[O:21][CH:20]([CH2:22]Br)[CH2:19][C:18]=2[C:24]=1[CH3:25])(=[O:12])[CH3:11]>CN(C)C=O.O>[C:10]([O:13][C:14]1[C:15]([CH3:27])=[C:16]([CH3:26])[C:17]2[O:21][CH:20]([CH2:22][S:7][C:1]3[CH:6]=[CH:5][CH:4]=[CH:3][CH:2]=3)[CH2:19][C:18]=2[C:24]=1[CH3:25])(=[O:12])[CH3:11] |f:1.2|. Procedure: To a solution of thiophenol [425 mg (3.8 mmol)] in dimethylformamide (10 ml) was added, under ice-cooling, sodium hydride [167 mg (4.2 mmol, content:60%)]. To the reaction mixture was added, after stirring for 20 minutes, a solution of 5-acetoxy-2-bromomethyl-4,6,7-trimethyl-2,3-dihydrobenzofuran [1.2 g (3.8 mmol)] dimethylformamide (5 ml). The mixture was stirred for further 30 minutes. The reaction mixture was diluted with water, which was subjected to extraction with ethyl acetate. The extrac... Starting materials: BrC=1C(CCC2(CC3=C(C(=CC=C3C12)OC)Cl)CCCC)=O (4-bromo-9a-butyl-8-chloro-7-methoxy-1,2,9,9a-tetrahydro-3H-fluoren-3-one), [Cu]C#N (copper(I) cyanide). Solvent: CN1C(CCC1)=O (1-methyl-2-pyrrolidinone). Run at temperature 150 celsius. Product: C(CCC)C12CC3=C(C(=CC=C3C2=C(C(CC1)=O)C#N)OC)Cl (9a-butyl-8-chloro-4-cyano-7-methoxy-1,2,9,9a-tetrahydro-3H-fluoren-3-one). The yield is 73.5%. Reaction SMILES: Br[C:2]1[C:3](=[O:22])[CH2:4][CH2:5][C:6]2([CH2:18][CH2:19][CH2:20][CH3:21])[C:14]=1[C:13]1[C:8](=[C:9]([Cl:17])[C:10]([O:15][CH3:16])=[CH:11][CH:12]=1)[CH2:7]2.[Cu][C:24]#[N:25]>CN1CCCC1=O>[CH2:18]([C:6]12[CH2:5][CH2:4][C:3](=[O:22])[C:2]([C:24]#[N:25])=[C:14]1[C:13]1[C:8](=[C:9]([Cl:17])[C:10]([O:15][CH3:16])=[CH:11][CH:12]=1)[CH2:7]2)[CH2:19][CH2:20][CH3:21]. Procedure: A solution of 4-bromo-9a-butyl-8-chloro-7-methoxy-1,2,9,9a-tetrahydro-3H-fluoren-3-one (103 mg, 0.268 mmol) in anhydrous 1-methyl-2-pyrrolidinone (0.54 mL) was treated with copper(I) cyanide (24 mg, 0.268 mmol). The mixture was placed under a nitrogen atmosphere, stirred, and heated in an oil bath at 150° C. for 1.5 hours. After cooling to room temperature, the mixture was partitioned between EtOAc (50 mL) and water (50 mL). The organic phase was washed with water (5×50 mL) and brine (50 mL), dr... Reactants: O (Water), ClC1=NC=CC(=N1)C (2-chloro-4-methylpyrimidine), ClC1=CC=C(S1)C(=O)OCC (ethyl 5-chlorothiophene-2-carboxylate), C[Si](C)(C)[N-][Si](C)(C)C.[Li+] (lithium bis(trimethylsilyl)amide). The solvent is C1CCOC1 (THF), ClCCl (dichloromethane). Reaction conditions: temperature 5 celsius, time 2 hour. Product: ClC1=NC=CC(=N1)CC(=O)C=1SC(=CC1)Cl (2-(2-chloropyrimidin-4-yl)-1-(5-chloro-2-thienyl)ethanone). Yield: 83.9%. As a reaction SMILES: [Cl:1][C:2]1[N:7]=[C:6]([CH3:8])[CH:5]=[CH:4][N:3]=1.[Cl:9][C:10]1[S:14][C:13]([C:15](OCC)=[O:16])=[CH:12][CH:11]=1.C[Si]([N-][Si](C)(C)C)(C)C.[Li+].O>C1COCC1.ClCCl>[Cl:1][C:2]1[N:7]=[C:6]([CH2:8][C:15]([C:13]2[S:14][C:10]([Cl:9])=[CH:11][CH:12]=2)=[O:16])[CH:5]=[CH:4][N:3]=1 |f:2.3|. Procedure details: To a solution of 2-chloro-4-methylpyrimidine (1 eq, 46.7 mmol) and ethyl 5-chlorothiophene-2-carboxylate (1.1 eq, 51.3 mmol) in anhydrous THF (50 mL) at 0° C., under N2 was added dropwise a solution of lithium bis(trimethylsilyl)amide (1 molar solution in hexanes, 2 eq, 93.3 mmol). The mixture was stirred 2 h at 5° C. Water was then added followed by 300 mL of dichloromethane. The organic layer was separated and the yellow precipitate was then filtered and dried to afford 10.7 g (84% yield) of 2... Starting materials: COC(C(C=1N(C(C2=CC(=CC=C2C1C=1C(=C2CCCOC2=CC1)C)OCCO)=O)C)OC(C)(C)C)=O (tert-Butoxy-[7-(2-hydroxy-ethoxy)-2-methyl-4-(5-methyl-chroman-6-yl)-1-oxo-1,2-dihydro-isoquinolin-3-yl]-acetic acid methyl ester), [Li+].[OH-] (LiOH), resultant mixture. Reaction SMILES: C[O:2][C:3](=[O:37])[CH:4]([O:32][C:33]([CH3:36])([CH3:35])[CH3:34])[C:5]1[N:6]([CH3:31])[C:7](=[O:30])[C:8]2[C:13]([C:14]=1[C:15]1[C:16]([CH3:25])=[C:17]3[C:22](=[CH:23][CH:24]=1)[O:21][CH2:20][CH2:19][CH2:18]3)=[CH:12][CH:11]=[C:10]([O:26][CH2:27][CH2:28][OH:29])[CH:9]=2.[Li+].[OH-]>C1COCC1>[C:33]([O:32][CH:4]([C:5]1[N:6]([CH3:31])[C:7](=[O:30])[C:8]2[C:13]([C:14]=1[C:15]1[C:16]([CH3:25])=[C:17]3[C:22](=[CH:23][CH:24]=1)[O:21][CH2:20][CH2:19][CH2:18]3)=[CH:12][CH:11]=[C:10]([O:26][CH2:27][CH2:28][OH:29])[CH:9]=2)[C:3]([OH:37])=[O:2])([CH3:36])([CH3:35])[CH3:34] |f:1.2|. Yields the product C(C)(C)(C)OC(C(=O)O)C=1N(C(C2=CC(=CC=C2C1C=1C(=C2CCCOC2=CC1)C)OCCO)=O)C (tert-Butoxy-[7-(2-hydroxy-ethoxy)-2-methyl-4-(5-methyl-chroman-6-yl)-1-oxo-1,2-dihydro-isoquinolin-3-yl]-acetic acid). Procedure: To a solution of tert-Butoxy-[7-(2-hydroxy-ethoxy)-2-methyl-4-(5-methyl-chroman-6-yl)-1-oxo-1,2-dihydro-isoquinolin-3-yl]-acetic acid methyl ester (30 mg, 0.059 mmol) in THF (3 ml), was added 1N LiOH (3 mL). The resultant mixture was stirred at 70° C. overnight. The solvent was removed in vacuo; the reaction mixture was acidified by 1N HCl solution to pH 5-6. The white solid was filtered to afford the title product (9 mg, 30.8%). LCMS (10-80 AB—2MIN.M): Rt=1.190, purity=97.3%, M+1=496. Yield: 30.8%. Run in C1CCOC1 (THF). Reactants: CCCCc1nc2c(s1)CCC(CO)C2, Cc1ccc(S(=O)(=O)Cl)cc1. The product is CCCCc1nc2c(s1)CCC(COS(=O)(=O)c1ccc(C)cc1)C2. Reaction SMILES: [CH2:12]([CH2:13][CH2:14][CH3:15])[c:16]1[s:17][c:18]2[c:19]([n:20]1)[CH2:21][CH:22]([CH2:25][OH:26])[CH2:23][CH2:24]2.[c:1]1([CH3:11])[cH:2][cH:3][c:4]([S:7](=[O:8])(=[O:9])[Cl:10])[cH:5][cH:6]1>>[c:1]1([CH3:11])[cH:2][cH:3][c:4]([S:7](=[O:8])(=[O:9])[O:26][CH2:25][CH:22]2[CH2:21][c:19]3[c:18]([s:17][c:16]([CH2:12][CH2:13][CH2:14][CH3:15])[n:20]3)[CH2:24][CH2:23]2)[cH:5][cH:6]1. The reactants are ClC1=C(OC(C(=O)OC(C)(C)C)(C)C)C=CC(=C1Cl)CCC(C=1SC(=CC1)C1=CC=CC=C1)=O (tert-butyl 2-(2,3-dichloro-4-(3-oxo-3-(5-phenylthien-2-yl)propyl)phenoxy)-2-methylpropanoate), FC(C(=O)O)(F)F (trifluoroacetic acid). Run at time 12 hour. The product is ClC1=C(OC(C(=O)O)(C)C)C=CC(=C1Cl)CCC(C=1SC(=CC1)C1=CC=CC=C1)=O (2-(2,3-Dichloro-4-(3-oxo-3-(5-phenylthien-2-yl)propyl)phenoxy)-2-methylpropanoic acid). RXN SMILES: [Cl:1][C:2]1[C:18]([Cl:19])=[C:17]([CH2:20][CH2:21][C:22](=[O:34])[C:23]2[S:24][C:25]([C:28]3[CH:33]=[CH:32][CH:31]=[CH:30][CH:29]=3)=[CH:26][CH:27]=2)[CH:16]=[CH:15][C:3]=1[O:4][C:5]([CH3:14])([CH3:13])[C:6]([O:8]C(C)(C)C)=[O:7].FC(F)(F)C(O)=O>>[Cl:1][C:2]1[C:18]([Cl:19])=[C:17]([CH2:20][CH2:21][C:22](=[O:34])[C:23]2[S:24][C:25]([C:28]3[CH:29]=[CH:30][CH:31]=[CH:32][CH:33]=3)=[CH:26][CH:27]=2)[CH:16]=[CH:15][C:3]=1[O:4][C:5]([CH3:14])([CH3:13])[C:6]([OH:8])=[O:7]. Procedure: 2-(2,3-Dichloro-4-(3-oxo-3-(5-phenylthien-2-yl)propyl)phenoxy)-2-methylpropanoic acid is prepared from tert-butyl 2-(2,3-dichloro-4-(3-oxo-3-(5-phenylthien-2-yl)propyl)phenoxy)-2-methylpropanoate according to general procedure E using 12 equivalents of trifluoroacetic acid. After stirring for 12 hours at room temperature, the reaction mixture is washed with water and then the dichloromethane is removed by evaporation under reduced pressure.